Task: describe an organic reaction: reactants, conditions, products, and yield. Dataset: the Open Reaction Database (ORD), a public repository of structured organic reaction records The reactants are C(C)(=O)O.C(=N)N (Formamidine acetate), compound, C(\C=C\C(=O)O)(=O)O (fumaric acid). Solvent: CC(=O)C (acetone), CCO (EtOH), C(C)(C)O (isopropanol). Run at time 14 hour. Product: C(\C=C\C(=O)O)(=O)O.N1C=NCC1 (4,5-dihydro-1H-imidazole fumarate). As a reaction SMILES: [C:1](O)(=O)[CH3:2].[CH:5]([NH2:7])=[NH:6].[C:8]([OH:15])(=[O:14])/[CH:9]=[CH:10]/[C:11]([OH:13])=[O:12]>CCO.CC(C)=O.C(O)(C)C>[C:8]([OH:15])(=[O:14])/[CH:9]=[CH:10]/[C:11]([OH:13])=[O:12].[NH:7]1[CH2:2][CH2:1][N:6]=[CH:5]1 |f:0.1,6.7|. Procedure details: Formamidine acetate (654 mg, 6.3 mmol) is added to a solution of the compound obtained in Step 7 (1.5 g, 6.3 mmol) in EtOH (100 ml). After stirring for 14 hours at ambient temperature, the ethanol is evaporated off and the white solid is taken up in acetone (75 ml) and isopropanol (10 ml). The solution is filtered and fumaric acid (694 mg, 6.3 mmol), previously dissolved, with warming, in acetone (25 ml) and isopropanol (10 ml), is added. The title compound is obtained in the form of a solid, wh... Starting materials: Fc1ccc(-c2cc(C(F)(F)F)nc(Cl)n2)cc1F, Ic1c[nH]cn1. Yields the product Fc1ccc(-c2cc(C(F)(F)F)nc(-n3cnc(I)c3)n2)cc1F. Reaction SMILES: [Cl:1][c:2]1[n:3][c:4]([C:16]([F:17])([F:18])[F:19])[cH:5][c:6](-[c:8]2[cH:9][c:10]([F:15])[c:11]([F:14])[cH:12][cH:13]2)[n:7]1.[I:20][c:21]1[n:22][cH:23][nH:24][cH:25]1>>[c:2]1(-[n:24]2[cH:23][n:22][c:21]([I:20])[cH:25]2)[n:3][c:4]([C:16]([F:17])([F:18])[F:19])[cH:5][c:6](-[c:8]2[cH:9][c:10]([F:15])[c:11]([F:14])[cH:12][cH:13]2)[n:7]1. Reaction conditions: time 5 minute. Run in O (water), CO (methanol). RXN SMILES: [CH3:1][CH2:2][N:3]([CH2:6][CH2:7][NH:8][C:9]([C:11]1[C:15]([CH3:16])=[C:14](/[CH:17]=[C:18]2/[C:19]3[CH:24]=[C:23]([F:25])[CH:22]=[CH:21][C:20]=3[NH:26][C:27]/2=[O:28])[NH:13][C:12]=1[CH3:29])=[O:10])[CH2:4][CH3:5].[C:30]([OH:38])(=[O:37])[CH:31]([CH2:33][C:34]([OH:36])=[O:35])[OH:32]>CO.O>[CH3:1][CH2:2][N:3]([CH2:6][CH2:7][NH:8][C:9]([C:11]1[C:15]([CH3:16])=[C:14](/[CH:17]=[C:18]2/[C:19]3[CH:24]=[C:23]([F:25])[CH:22]=[CH:21][C:20]=3[NH:26][C:27]/2=[O:28])[NH:13][C:12]=1[CH3:29])=[O:10])[CH2:4][CH3:5].[CH2:33]([C:34]([OH:36])=[O:35])[C@H:31]([OH:32])[C:30]([OH:38])=[O:37] |f:4.5|. Reported procedure: 5 g of sunitinib base were suspended in 100 ml of methanol. 1.684 g of Malic acid dissolved in 15 ml of water was added at RT. A partial dissolution of the mixture was observed and after 5 minutes there was the formation of a precipitate. The suspension was filtered and washed with 50 ml methanol. Dried at 50° C. under vacuum for 16 h. Product: CCN(CC)CCNC(=O)C=1C(=C(NC1C)/C=C\2/C=3C=C(C=CC3NC2=O)F)C.C([C@@H](C(=O)O)O)C(=O)O (Sunitinib Malate). Starting materials: CCN(CC)CCNC(=O)C1=C(NC(=C1C)/C=C\2/C3=C(C=CC(=C3)F)NC2=O)C (sunitinib base), C(C(O)CC(=O)O)(=O)O (Malic acid).